Dataset: the Open Reaction Database (ORD), a public repository of structured organic reaction records. Task: describe an organic reaction: reactants, conditions, products, and yield Starting materials: Cc1nc2sccn2c(=O)c1-c1ccc(OC(F)(F)F)cc1, COCCOc1c(C=O)cccc1OC, CC[O-], CCO, [Na+]. The product is COCCOc1c(C=Cc2nc3sccn3c(=O)c2-c2ccc(OC(F)(F)F)cc2)cccc1OC. RXN SMILES: [CH3:1][c:2]1[n:3][c:4]2[n:5]([c:6](=[O:19])[c:7]1-[c:8]1[cH:9][cH:10][c:11]([O:14][C:15]([F:16])([F:17])[F:18])[cH:12][cH:13]1)[cH:20][cH:21][s:22]2.[CH3:23][O:24][c:25]1[c:26]([O:33][CH2:34][CH2:35][O:36][CH3:37])[c:27]([CH:28]=[O:29])[cH:30][cH:31][cH:32]1.[CH3:39][CH2:40][O-:41].[CH3:42][CH2:43][OH:44].[Na+:38]>>[CH:1]([c:2]1[n:3][c:4]2[n:5]([c:6](=[O:19])[c:7]1-[c:8]1[cH:9][cH:10][c:11]([O:14][C:15]([F:16])([F:17])[F:18])[cH:12][cH:13]1)[cH:20][cH:21][s:22]2)=[CH:28][c:27]1[c:26]([O:33][CH2:34][CH2:35][O:36][CH3:37])[c:25]([O:24][CH3:23])[cH:32][cH:31][cH:30]1. Reactants: ClC=1C=C(CN2C(C3(C4=CC=CC=C24)C(NC(C3C(=O)OCC)=O)=O)=O)C=CC1Cl (1'-(3,4-dichlorobenzyl)-4-ethoxycarbonyl-spiro[pyrrolidine-3,3'-indoline]-2,2',5-trione), C(C)(=O)O (acetic acid). Solvent: O (water). Yields the product ClC=1C=C(CN2C(C3(C4=CC=CC=C24)C(NC(C3)=O)=O)=O)C=CC1Cl (1'-(3,4-dichlorobenzyl)-spiro[pyrrolidine-3,3'-indoline]-2,2',5-trione). Isolated yield 33.4%. RXN SMILES: [Cl:1][C:2]1[CH:3]=[C:4]([CH:27]=[CH:28][C:29]=1[Cl:30])[CH2:5][N:6]1[C:14]2[C:9](=[CH:10][CH:11]=[CH:12][CH:13]=2)[C:8]2([CH:18](C(OCC)=O)[C:17](=[O:24])[NH:16][C:15]2=[O:25])[C:7]1=[O:26].C(O)(=O)C>O>[Cl:1][C:2]1[CH:3]=[C:4]([CH:27]=[CH:28][C:29]=1[Cl:30])[CH2:5][N:6]1[C:14]2[C:9](=[CH:10][CH:11]=[CH:12][CH:13]=2)[C:8]2([CH2:18][C:17](=[O:24])[NH:16][C:15]2=[O:25])[C:7]1=[O:26]. Procedure details: A mixture of 1'-(3,4-dichlorobenzyl)-4-ethoxycarbonyl-spiro[pyrrolidine-3,3'-indoline]-2,2',5-trione(8.2 g.) and acetic acid (50 ml.) was heated under reflux for 22 hours. The solution obtained was cooled and poured into water (300 ml.). The solid which formed was collected by filtration and recrystallised from methanol to give 1'-(3,4-dichlorobenzyl)-spiro[pyrrolidine-3,3'-indoline]-2,2',5-trione (2.3 g.), m.p. 203°-204° C. Reactants: [N+](=O)([O-])C1=CC=C(C(C(=O)O)=C1)N (5-Nitroanthranilic acid). Run in C1CCOC1 (THF). Product: OCC1=C(N)C=CC(=C1)[N+](=O)[O-] (2-Hydroxymethyl-4-Nitroaniline). Isolated yield 234.0%. Reaction SMILES: [N+:1]([C:4]1[CH:12]=[C:8]([C:9](O)=[O:10])[C:7]([NH2:13])=[CH:6][CH:5]=1)([O-:3])=[O:2]>C1COCC1>[OH:10][CH2:9][C:8]1[CH:12]=[C:4]([N+:1]([O-:3])=[O:2])[CH:5]=[CH:6][C:7]=1[NH2:13]. Procedure: 5-Nitroanthranilic acid (5.0 g, 27.45 mmol) is dissolved in THF (100 mL) and 1 M borane/THF complex (55 mL, 54.9 mmol) is added. The mixture is heated to reflux for 1 h. Analysis by TLC indicates complete consumption of starting material. The volatiles are removed in vacuo and the residue is dissolved in ethyl acetate (150 mL). The organic phase is washed with 1 N HCl, saturated NaHCO3, and saturated NaCl. Evaporation provides 10.8 g (98%) of a dark brown oil product which is used directly in th... Starting materials: C1CCOC1, CSC1C(=O)Nc2ccc(C#N)cc21. Product: N#Cc1ccc2c(c1)CC(=O)N2. As a reaction SMILES: [CH2:15]1[O:16][CH2:17][CH2:18][CH2:19]1.[CH3:1][S:2][CH:3]1[C:4](=[O:14])[NH:5][c:6]2[cH:7][cH:8][c:9]([C:12]#[N:13])[cH:10][c:11]21>>[CH2:3]1[C:4](=[O:14])[NH:5][c:6]2[cH:7][cH:8][c:9]([C:12]#[N:13])[cH:10][c:11]21. The reactants are NC1=CC=C(C=C1)S(=O)(=O)NC(C)C (4-amino-N-isopropyl-benzenesulfonamide), BrC=1C=C(C=O)C=CC1 (3-bromo-benzaldehyde), C=C(C)C (isobutene), FC(S(=O)(=O)[O-])(F)F.[Yb+3].FC(S(=O)(=O)[O-])(F)F.FC(S(=O)(=O)[O-])(F)F (ytterbium(III) trifluoromethanesulfonate). Run in C(C)#N (acetonitrile), C(C)(=O)OCC (ethyl acetate). Run at temperature 80 celsius, time 18 hour. The product is C(C)(C)NS(=O)(=O)C=1C=C2C(CC(NC2=CC1)C1=CC(=CC=C1)Br)(C)C (2-(3-bromo-phenyl)-4,4-dimethyl-1,2,3,4-tetrahydro-quinoline-6-sulfonic acid isopropylamide). The yield is 47.4%. Reaction SMILES: [NH2:1][C:2]1[CH:7]=[CH:6][C:5]([S:8]([NH:11][CH:12]([CH3:14])[CH3:13])(=[O:10])=[O:9])=[CH:4][CH:3]=1.[Br:15][C:16]1[CH:17]=[C:18]([CH:21]=[CH:22][CH:23]=1)[CH:19]=O.[CH2:24]=[C:25]([CH3:27])[CH3:26].FC(F)(F)S([O-])(=O)=O.[Yb+3].FC(F)(F)S([O-])(=O)=O.FC(F)(F)S([O-])(=O)=O>C(#N)C.C(OCC)(=O)C>[CH:12]([NH:11][S:8]([C:5]1[CH:6]=[C:7]2[C:2](=[CH:3][CH:4]=1)[NH:1][CH:19]([C:18]1[CH:21]=[CH:22][CH:23]=[C:16]([Br:15])[CH:17]=1)[CH2:24][C:25]2([CH3:27])[CH3:26])(=[O:10])=[O:9])([CH3:14])[CH3:13] |f:3.4.5.6|. Procedure: To a stirred solution of 4-amino-N-isopropyl-benzenesulfonamide (4.0 g, 18.7 mmol) and 3-bromo-benzaldehyde (3.8 g, 20.5 mmol) in acetonitrile (150 mL) were added isobutene (6.5 mL, 93.5 mmoll) and ytterbium(III) trifluoromethanesulfonate (Yb(OTf)3) (2.4 g, 3.7 mmol). The resulting mixture was stirred at 80° C. for 18 h in sealed tube. The mixture solution was diluted with ethyl acetate (300 mL) and washed with water (100 mL×2) and brine (100 mL×2) and then dried over anhydrous sodium sulfate. T... Starting materials: C(C)(=O)C1C(OC(CC1=O)=O)=O (3-acetyl-tetrahydropyran-2,4,6-trione), BrC=1C=C(N)C=CC1 (m-bromoaniline), ice water. The solvent is C(C)(=O)O (acetic acid), C(C)(=O)O (acetic acid). Reaction conditions: time 30 minute. Product: BrC1=CC=C2C(=CC(NC2=C1)=O)CC(=O)O (7-bromo-l,2-dihydro-2-oxo-4-quinolineacetic acid). The yield is 47.0%. RXN SMILES: C([CH:4]1[C:9](=O)[CH2:8][C:7](=[O:11])[O:6][C:5]1=[O:12])(=O)C.[Br:13][C:14]1[CH:15]=[C:16]([CH:18]=[CH:19][CH:20]=1)[NH2:17]>C(O)(=O)C>[Br:13][C:14]1[CH:15]=[C:16]2[C:18]([C:9]([CH2:4][C:5]([OH:12])=[O:6])=[CH:8][C:7](=[O:11])[NH:17]2)=[CH:19][CH:20]=1. Procedure: To a suspension of 3-acetyl-tetrahydropyran-2,4,6-trione (25 g, 0.147 mol) and acetic acid (50 ml) was added a solution of m-bromoaniline (25.3 g, 0.147 mol) in acetic acid (30 ml) at room temperature. The reaction was continuted under the same conditions for 30 minutes. The reaction mixture was poured into ice-water (1 L) and then the separated solid was filtered off by aspiration. The residue was washed with water and dried. The obtained solid (54 g) was added in small portions to concentrated... The reactants are O=C1CCC(=O)N1Br, O=C(OOC(=O)c1ccccc1)c1ccccc1, Clc1ccccc1Cl, Cc1noc2cc(Oc3ccc(F)cc3C#N)ccc12. Product: N#Cc1cc(F)ccc1Oc1ccc2c(CBr)noc2c1. As a reaction SMILES: [Br:21][N:22]1[C:23](=[O:24])[CH2:25][CH2:26][C:27]1=[O:28].[C:29]([O:30][O:31][C:32](=[O:33])[c:34]1[cH:35][cH:36][cH:37][cH:38][cH:39]1)(=[O:40])[c:41]1[cH:42][cH:43][cH:44][cH:45][cH:46]1.[Cl:47][c:48]1[cH:49][cH:50][cH:51][cH:52][c:53]1[Cl:54].[F:1][c:2]1[cH:3][cH:4][c:5]([O:10][c:11]2[cH:12][c:13]3[c:14]([c:15]([CH3:18])[n:16][o:17]3)[cH:19][cH:20]2)[c:6]([C:7]#[N:8])[cH:9]1>>[F:1][c:2]1[cH:3][cH:4][c:5]([O:10][c:11]2[cH:12][c:13]3[c:14]([c:15]([CH2:18][Br:21])[n:16][o:17]3)[cH:19][cH:20]2)[c:6]([C:7]#[N:8])[cH:9]1. Reactants: CN(C(C1=C(C=CC=C1)OC)=O)C (N,N-dimethyl-2-methoxy-benzamide), CN(CCN(C)C)C (tetramethylethylenediamine), C(C)(CC)[Li] (sec-butyllithium), C(C)Br (ethyl bromide), Cl (hydrochloric acid). Run in O1CCCC1 (tetrahydrofuran), O (Water), C1CCCCC1.CCC(C)C (cyclohexane isopentane). Conditions: temperature -70 celsius, time 45 minute. Product: C(C)C1=CC=CC(=C1C(=O)N(C)C)OC (6-ethyl-N,N-dimethyl-2-methoxy-benzamide), 2q. Reaction SMILES: [CH3:1][N:2]([CH3:13])[C:3](=[O:12])[C:4]1[CH:9]=[CH:8][CH:7]=[CH:6][C:5]=1[O:10][CH3:11].CN(C)[CH2:16][CH2:17]N(C)C.C([Li])(CC)C.C(Br)C.Cl>C1CCCCC1.CCC(C)C.O.O1CCCC1>[CH2:16]([C:9]1[C:4]([C:3]([N:2]([CH3:1])[CH3:13])=[O:12])=[C:5]([O:10][CH3:11])[CH:6]=[CH:7][CH:8]=1)[CH3:17] |f:5.6|. Procedure: 39.5 g of N,N-dimethyl-2-methoxy-benzamide and 28.5 ml of tetramethylethylenediamine are introduced into 190 ml of absolute tetrahydrofuran and the mixture is lithiated at -70° C. with 150 ml of a 1.4-molar sec-butyllithium solution in cyclohexane/isopentane. After subsequently stirring at -70° C. for 45 minutes, 25.6 ml of ethyl bromide are added dropwise within 25 minutes and the reaction mixture is then allowed to warm slowly to room temperature. Water is then added and the mixture is adjuste...